This data is from the Open Reaction Database (ORD), a public repository of structured organic reaction records. The task is: describe an organic reaction: reactants, conditions, products, and yield Reactants: CC=1SC(=CN1)NC(C)=O (N-(2-methylthiazol-5-yl)acetamide), BrBr (Br2). The solvent is OS(=O)[O-].[Na+] (NaHSO3), C(Cl)(Cl)Cl (CHCl3). Run at time 12 hour. The product is BrC=1N=C(SC1NC(C)=O)C (N-(4-bromo-2-methylthiazol-5-yl)acetamide). The yield is 65.4%. As a reaction SMILES: [CH3:1][C:2]1[S:3][C:4]([NH:7][C:8](=[O:10])[CH3:9])=[CH:5][N:6]=1.[Br:11]Br>C(Cl)(Cl)Cl.OS([O-])=O.[Na+]>[Br:11][C:5]1[N:6]=[C:2]([CH3:1])[S:3][C:4]=1[NH:7][C:8](=[O:10])[CH3:9] |f:3.4|. Procedure details: To a solution of N-(2-methylthiazol-5-yl)acetamide (0.4 g, 2.6 mmol) in CHCl3 (30 mL) was added Br2 (0.15 mL, 2.8 mmol), then the solution was stirred at room temperature for 12 h to give a brown solution. The reaction mixture was diluted with saturated NaHSO3 solution. The aqueous layer was extracted with DCM (3×30 mL). The combined organic layers were dried with Na2SO4, filtered and concentrated to afford a yellow solid. The resulting mixture was deposited onto silica gel and loaded onto a sil... The reactants are O=CC=1C=CC=CC1. The reagents and catalysts are N1=CC=CC2=CC=CC(N)=C12, O1BOC(C)(C)C1(C)C, O1B(OC(C)(C)C1(C)C)B2OC(C)(C)C(O2)(C)C, NC(C)(C)C, C[OH2+].C[OH2+].C1CC=CCCC=C1.C1CC=CCCC=C1.[Ir].[Ir]. Run in O1CCCC1. Reaction conditions: temperature 90 celsius, time 12 hour. The product is O=CC=1C=CC=CC1B2OC(C)(C)C(O2)(C)C. Isolated yield 87.0%. Starting materials: OC=1C(=NN(C1C1=CC=C(C=C1)C(F)(F)F)C)C(C)=O (1-[4-hydroxy-1-methyl-5-(4-trifluoromethylphenyl)-1H-pyrazol-3-yl]ethanone), [N+](=O)([O-])C1=C(C(=O)OC)C=CC(=C1)C(=O)NN (methyl 2-nitro-4-hydrazinocarbonylbenzoate), O.S(=O)(=O)(O)C1=CC=C(C)C=C1 (tosylic acid monohydrate). Yields the product OC=1C(=NN(C1C1=CC=C(C=C1)C(F)(F)F)C)C(C)=NNC(=O)C1=CC(=C(C(=O)OC)C=C1)[N+](=O)[O-] (methyl 4-{[2-(1-[4-hydroxy-1-methyl-5-[4-(trifluoromethyl)phenyl]-1H-pyrazol-3-yl]-ethylidene)hydrazino]carbonyl}-2-nitrobenzoate). The yield is 60.7%. RXN SMILES: [OH:1][C:2]1[C:3]([C:18](=O)[CH3:19])=[N:4][N:5]([CH3:17])[C:6]=1[C:7]1[CH:12]=[CH:11][C:10]([C:13]([F:16])([F:15])[F:14])=[CH:9][CH:8]=1.[N+:21]([C:24]1[CH:33]=[C:32]([C:34]([NH:36][NH2:37])=[O:35])[CH:31]=[CH:30][C:25]=1[C:26]([O:28][CH3:29])=[O:27])([O-:23])=[O:22].O.S(C1C=CC(C)=CC=1)(O)(=O)=O>>[OH:1][C:2]1[C:3]([C:18](=[N:37][NH:36][C:34]([C:32]2[CH:31]=[CH:30][C:25]([C:26]([O:28][CH3:29])=[O:27])=[C:24]([N+:21]([O-:23])=[O:22])[CH:33]=2)=[O:35])[CH3:19])=[N:4][N:5]([CH3:17])[C:6]=1[C:7]1[CH:12]=[CH:11][C:10]([C:13]([F:14])([F:16])[F:15])=[CH:9][CH:8]=1 |f:2.3|. Reported procedure: From 1-[4-hydroxy-1-methyl-5-(4-trifluoromethylphenyl)-1H-pyrazol-3-yl]ethanone (0.70 mmol, 200 mg) synthesized in Synthetic Example 11, methyl 2-nitro-4-hydrazinocarbonylbenzoate (0.70 mmol, 168.3 mg) of Reference Synthetic Example 40 and tosylic acid monohydrate (36.4 mg, 0.21 mmol), 214.7 mg of the desired product was obtained in the same manner as in Synthetic Example 58 as a yellow solid (yield 60%). Starting materials: C(C(C)C)O (isobutanol), C(Cl)C1CO1 (epichlorohydrin), solution, CCOCC (Et2O), C(C)NCC1=CC=CC=C1 (ethyl(phenylmethyl)amine), [OH-].[Na+] (NaOH). The reagents and catalysts are [Cl-].[Cl-].[Zn+2] (ZnCl2). Run at temperature 100 celsius, time 2 day. Yields the product C(C)C(C(COCC(C)C)O)NCC1=CC=CC=C1 (1-Ethyl(phenylmethyl)amino-3-(2-methylpropoxy)-2-propanol). RXN SMILES: [CH2:1]([OH:5])[CH:2]([CH3:4])[CH3:3].[CH2:6]([CH:8]1[O:10][CH2:9]1)Cl.C([NH:13][CH2:14][C:15]1[CH:20]=[CH:19][CH:18]=[CH:17][CH:16]=1)C.[OH-].[Na+].[CH3:23][CH2:24]OCC>[Cl-].[Cl-].[Zn+2]>[CH2:23]([CH:6]([NH:13][CH2:14][C:15]1[CH:20]=[CH:19][CH:18]=[CH:17][CH:16]=1)[CH:8]([OH:10])[CH2:9][O:5][CH2:1][CH:2]([CH3:4])[CH3:3])[CH3:24] |f:3.4,6.7.8|. Reported procedure: To 100 mL (1.1 mol) of isobutanol under nitrogen atmosphere add 59 g (0.64 mol) of epichlorohydrin and ZnCl2 (1 mL of a 0.872 M solution in Et2O) Stir the reaction mixture at 100° C. for two days, then cool to room temperature and add 91 g (0.67 mol) of ethyl(phenylmethyl)amine and 100 mL of 50% aqueous NaOH. Resume heating for an additional three h. Add water and extract twice with Et2O. Combine the organic layers and dry over anhydrous Na2SO4. Remove the drying agent by filtration and remove t... Reactants: C1CCOC1, CI, CCCCC(CC(O)c1ccc(F)cc1)C(=O)O, [H-], [Na+]. The product is CCCCC(CC(OC)c1ccc(F)cc1)C(=O)O. RXN SMILES: [CH2:23]1[O:24][CH2:25][CH2:26][CH2:27]1.[CH3:21][I:22].[F:3][c:4]1[cH:5][cH:6][c:7]([CH:10]([CH2:11][CH:12]([C:13](=[O:14])[OH:15])[CH2:16][CH2:17][CH2:18][CH3:19])[OH:20])[cH:8][cH:9]1.[H-:2].[Na+:1]>>[F:3][c:4]1[cH:5][cH:6][c:7]([CH:10]([CH2:11][CH:12]([C:13](=[O:14])[OH:15])[CH2:16][CH2:17][CH2:18][CH3:19])[O:20][CH3:21])[cH:8][cH:9]1. Starting materials: C(=O)[O-].[K+] (potassium formate), N1=C(NC2=C1C=CC=C2)N2N=C(C1=C(C[C@H]2C)C=C2C(=C1)OCO2)C2=CC=C(C=C2)[N+](=O)[O-] ((R)-7-(2-benzimidazolyl)-8,9-dihydro-8-methyl-5-(4-nitrophenyl)-7H-1,3-dioxolo[4,5-h][2,3]benzodiazepine). The reagents and catalysts are [Pd] (Pd/C). Solvent: O (water), C(C)O (ethanol). Conditions: time 1 hour. Yields the product N1=C(NC2=C1C=CC=C2)N2N=C(C1=C(C[C@H]2C)C=C2C(=C1)OCO2)C2=CC=C(C=C2)N ((R)-7-(2-benzimidazolyl)-8,9-dihydro-8-methyl-5-(4-aminophenyl)-7H-1,3-dioxolo[4,5-h][2,3]benzodiazepine). Yield: 76.4%. Reaction SMILES: [N:1]1[C:5]2[CH:6]=[CH:7][CH:8]=[CH:9][C:4]=2[NH:3][C:2]=1[N:10]1[C@H:16]([CH3:17])[CH2:15][C:14]2[CH:18]=[C:19]3[O:24][CH2:23][O:22][C:20]3=[CH:21][C:13]=2[C:12]([C:25]2[CH:30]=[CH:29][C:28]([N+:31]([O-])=O)=[CH:27][CH:26]=2)=[N:11]1.C([O-])=O.[K+]>C(O)C.O.[Pd]>[N:3]1[C:4]2[CH:9]=[CH:8][CH:7]=[CH:6][C:5]=2[NH:1][C:2]=1[N:10]1[C@H:16]([CH3:17])[CH2:15][C:14]2[CH:18]=[C:19]3[O:24][CH2:23][O:22][C:20]3=[CH:21][C:13]=2[C:12]([C:25]2[CH:26]=[CH:27][C:28]([NH2:31])=[CH:29][CH:30]=2)=[N:11]1 |f:1.2|. Procedure details: To a solution of the product of Example 22 (669 mg, 1.52 mmol) in 20 mL of absolute ethanol under a N2 blanket was added 10% Pd/C (335 mg) followed by a solution of potassium formate (461 mg, 5.48 mmol) in 0.5 mL of water. After 1 h, the reaction mixture was filtered through a pad of celite and concentrated by rotary evaporation. The solid residue was partioned between ethyl acetate and water and the organic layer was washed with brine and dried over Na2SO4. Solvent was removed by rotary evapora...